Dataset: the Open Reaction Database (ORD), a public repository of structured organic reaction records. Task: describe an organic reaction: reactants, conditions, products, and yield Reactants: Cl.C(C)(C)(C)ON (O-tert-butylhydroxylamine hydrochloride), ClC1=C(OCCCCCOCC(C)=O)C(=CC(=C1)OCC=C(Cl)Cl)Cl (5-(2,6-dichloro-4-(3,3-dichloro-2-propenyloxy)phenoxy)pentyloxyacetone), Cl (hydrochloric acid). Solvent: N1=CC=CC=C1 (pyridine). Reaction conditions: time 24 hour. Product: C(C)(C)(C)ON=C(C)COCCCCCOC1=C(C=C(C=C1Cl)OCC=C(Cl)Cl)Cl (5-(2,6-dichloro-4-(3,3-dichloro-2-propenyloxy)phenoxy)pentyloxyacetone O-tert-butyloxime). The yield is 89.8%. Reaction SMILES: [Cl:1][C:2]1[CH:18]=[C:17]([O:19][CH2:20][CH:21]=[C:22]([Cl:24])[Cl:23])[CH:16]=[C:15]([Cl:25])[C:3]=1[O:4][CH2:5][CH2:6][CH2:7][CH2:8][CH2:9][O:10][CH2:11][C:12](=O)[CH3:13].Cl.[C:27]([O:31][NH2:32])([CH3:30])([CH3:29])[CH3:28].Cl>N1C=CC=CC=1>[C:27]([O:31][N:32]=[C:12]([CH2:11][O:10][CH2:9][CH2:8][CH2:7][CH2:6][CH2:5][O:4][C:3]1[C:2]([Cl:1])=[CH:18][C:17]([O:19][CH2:20][CH:21]=[C:22]([Cl:24])[Cl:23])=[CH:16][C:15]=1[Cl:25])[CH3:13])([CH3:30])([CH3:29])[CH3:28] |f:1.2|. Procedure details: To a mixture of 0.43 g of 5-(2,6-dichloro-4-(3,3-dichloro-2-propenyloxy)phenoxy)pentyloxyacetone and 10 ml of pyridine was added 0.15 g of O-tert-butylhydroxylamine hydrochloride. After stirring at room temperature for 24 hours, the reaction mixture was poured into diluted hydrochloric acid, and extracted twice with diethyl ether. The diethyl ether layers were combined, washed with water, dried over anhydrous magnesium sulfate, and concentrated, which afforded 0.45 g (yield, 90%) of 5-(2,6-dichl... Starting materials: C(C1=CC=CC=C1)OC1=C(C=C(C=C1)[N+](=O)[O-])Cl (4-Benzyloxy-3-chloro-nitrobenzene), [Cl-].[NH4+] (ammonium chloride). The reagents and catalysts are [Fe] (iron). Solvent: C(C)O (ethanol), O (water). The product is C(C1=CC=CC=C1)OC1=C(C=C(C=C1)N)Cl (4-Benzyloxy-3-chloro-phenylamine). The yield is 95.9%. RXN SMILES: [CH2:1]([O:8][C:9]1[CH:14]=[CH:13][C:12]([N+:15]([O-])=O)=[CH:11][C:10]=1[Cl:18])[C:2]1[CH:7]=[CH:6][CH:5]=[CH:4][CH:3]=1.[Cl-].[NH4+]>C(O)C.O.[Fe]>[CH2:1]([O:8][C:9]1[CH:14]=[CH:13][C:12]([NH2:15])=[CH:11][C:10]=1[Cl:18])[C:2]1[CH:3]=[CH:4][CH:5]=[CH:6][CH:7]=1 |f:1.2|. Reported procedure: A mixture of 6.59 g (0.025 moles) of the 4-benzyloxy-3-chloro nitrobenzene (example 4), 4.19 g (0.075 moles) of iron powder, and 12.04 g (0.225 moles) of ammonium chloride in 100 ml of ethanol and 25 ml of water was stirred mechanically and refluxed for half an hour. The reaction was allowed to cool and stir for 1 hour. The mixture was filtered and solids were washed with ethanol. The combined filtrates were taken to dryness in vacuo. This solid was dissolved in methylene chloride and passed thr... The reactants are O1C(COC2=C(C=CC=C2)C#N)C1 (2,3-epoxy-1-(2-cyanophenoxy)propane), NCCNC(=S)NC1=CC(=CC(=C1)OC)OC (N-(2-Aminoethyl)-N'(3,5-dimethoxyphenyl)thiourea). Solvent: C(C)(C)O (isopropyl alcohol). Run at time 8 hour. Yields the product C(#N)C1=C(OCC(CNCCNC(=S)NC2=CC(=CC(=C2)OC)OC)O)C=CC=C1 (N-2-[(3-(2-cyanophenoxy)-2-hydroxypropyl)amino]ethyl-N'-(3,5-dimethoxyphenyl)thiourea). The yield is 41.7%. RXN SMILES: [O:1]1[CH2:13][CH:2]1[CH2:3][O:4][C:5]1[CH:10]=[CH:9][CH:8]=[CH:7][C:6]=1[C:11]#[N:12].[NH2:14][CH2:15][CH2:16][NH:17][C:18]([NH:20][C:21]1[CH:26]=[C:25]([O:27][CH3:28])[CH:24]=[C:23]([O:29][CH3:30])[CH:22]=1)=[S:19]>C(O)(C)C>[C:11]([C:6]1[CH:7]=[CH:8][CH:9]=[CH:10][C:5]=1[O:4][CH2:3][CH:2]([OH:1])[CH2:13][NH:14][CH2:15][CH2:16][NH:17][C:18]([NH:20][C:21]1[CH:26]=[C:25]([O:27][CH3:28])[CH:24]=[C:23]([O:29][CH3:30])[CH:22]=1)=[S:19])#[N:12]. Procedure details: A solution of 1.28 g (7.3 mmoles) of 2,3-epoxy-1-(2-cyanophenoxy)propane, 7, in 30 ml of isopropyl alcohol (warmed and sonicated) was treated with 1.86 g (7.3 mmoles) of 14 all at once. This was heated under reflux for 2 hours and stirred overnight at room temperature. After this, a small amount of solid (860 mg) was removed and the solution was concentrated to 2.3 g of semi-solid gum. This was chromatographed over 150 g of silica gel 60 using 10% (v/v) CH3OH/CHCl3 saturated with NH3. Three frac... Starting materials: Nc1cccc(Br)c1, CCOCCO, Clc1ncnc2c1oc1ccccc12. Yields the product Brc1cccc(Nc2ncnc3c2oc2ccccc23)c1. RXN SMILES: [Br:15][c:16]1[cH:17][c:18]([NH2:19])[cH:20][cH:21][cH:22]1.[CH3:23][CH2:24][O:25][CH2:26][CH2:27][OH:28].[Cl:1][c:2]1[c:3]2[c:4]([n:5][cH:6][n:7]1)[c:8]1[c:9]([o:10]2)[cH:11][cH:12][cH:13][cH:14]1>>[c:2]1([NH:19][c:18]2[cH:17][c:16]([Br:15])[cH:22][cH:21][cH:20]2)[c:3]2[c:4]([n:5][cH:6][n:7]1)[c:8]1[c:9]([o:10]2)[cH:11][cH:12][cH:13][cH:14]1. Reactants: C(=O)N1CCN(CC1)O (1-formyl-4-hydroxypiperazine), Cl (Hydrochloric acid). Run at time 20 minute. Product: Cl.Cl.ON1CCNCC1 (1-hydroxypiperazine dihydrochloride). Reaction SMILES: C([N:3]1[CH2:8][CH2:7][N:6]([OH:9])[CH2:5][CH2:4]1)=O.[ClH:10]>>[ClH:10].[ClH:10].[OH:9][N:6]1[CH2:7][CH2:8][NH:3][CH2:4][CH2:5]1 |f:2.3.4|. Procedure: 3N Hydrochloric acid (50 ml) was added to 1-formyl-4-hydroxypiperazine (5.0 g) and the mixture was stirred at 77° to 87° C. for 20 minutes. After stirring, water was distilled off under reduced pressure to a pale yellow residue, which was washed with ethanol and recrystallized from a mixed solvent of water - ethanol to give 1-hydroxypiperazine dihydrochloride (5.0 g) as light brown prisms, m.p. 164°-175° C. (dec.).